Dataset: the Open Reaction Database (ORD), a public repository of structured organic reaction records. Task: describe an organic reaction: reactants, conditions, products, and yield Starting materials: COc1ccc(P2(=S)SP(=S)(c3ccc(OC)cc3)S2)cc1, Cc1ccccc1, CNC(=O)c1c(C(F)(F)F)nc(C(F)F)c(C(=O)OC)c1NC(C)C, O. The product is CNC(=S)c1c(C(F)(F)F)nc(C(F)F)c(C(=O)OC)c1NC(C)C. RXN SMILES: [CH3:26][O:27][c:28]1[cH:29][cH:30][c:31]([P:32]2(=[S:35])[S:33][P:34]([c:36]3[cH:37][cH:38][c:39]([O:40][CH3:41])[cH:42][cH:43]3)(=[S:44])[S:45]2)[cH:46][cH:47]1.[CH3:49][c:50]1[cH:51][cH:52][cH:53][cH:54][cH:55]1.[F:1][CH:2]([c:3]1[c:4]([C:21](=[O:22])[O:23][CH3:24])[c:5]([NH:17][CH:18]([CH3:19])[CH3:20])[c:6]([C:13](=[O:14])[NH:15][CH3:16])[c:7]([C:9]([F:10])([F:11])[F:12])[n:8]1)[F:25].[OH2:48]>>[F:1][CH:2]([c:3]1[c:4]([C:21](=[O:22])[O:23][CH3:24])[c:5]([NH:17][CH:18]([CH3:19])[CH3:20])[c:6]([C:13]([NH:15][CH3:16])=[S:35])[c:7]([C:9]([F:10])([F:11])[F:12])[n:8]1)[F:25]. Reactants: ClCCl, CNC, CC(C)O, CC(C)O, N#C[Na], C1COCCO1, C1COCCO1, O=Cc1nnc2n1-c1ccc(Cl)cc1C(c1ccccc1)=NC2. The product is CN(C)C(=O)c1nnc2n1-c1ccc(Cl)cc1C(c1ccccc1)=NC2. Reaction SMILES: [CH2:50]([Cl:51])[Cl:52].[CH3:5][NH:6][CH3:7].[CH:1]([OH:2])([CH3:3])[CH3:4].[CH:40]([OH:41])([CH3:42])[CH3:43].[Na:8][C:9]#[N:10].[O:34]1[CH2:35][CH2:36][O:37][CH2:38][CH2:39]1.[O:44]1[CH2:45][CH2:46][O:47][CH2:48][CH2:49]1.[c:11]1([C:17]2=[N:18][CH2:19][c:20]3[n:21]([c:29]([CH:32]=[O:33])[n:30][n:31]3)-[c:22]3[c:23]2[cH:24][c:25]([Cl:28])[cH:26][cH:27]3)[cH:12][cH:13][cH:14][cH:15][cH:16]1>>[CH3:5][N:6]([CH3:7])[C:32]([c:29]1[n:21]2[c:20]([n:31][n:30]1)[CH2:19][N:18]=[C:17]([c:11]1[cH:12][cH:13][cH:14][cH:15][cH:16]1)[c:23]1[c:22]-2[cH:27][cH:26][c:25]([Cl:28])[cH:24]1)=[O:33]. The reactants are BrC1=CC=CN2C1=NS(CC2)(=O)=O (9-bromo-3,4-dihydropyrido[2,1-c][1,2,4]thiadiazine 2,2-dioxide), C1(=CC=CC=C1)C (toluene), O1C2=C(OCC1)C=C(C=C2)C(=O)N (2,3-dihydrobenzo[b][1,4]dioxine-6-carboxamide), C([O-])([O-])=O.[Cs+].[Cs+] (cesium carbonate), 9,9-dimethyl-4,5-(diphenylphosphino)xanthene. Reagents/catalysts: C=1C=CC(=CC1)/C=C/C(=O)/C=C/C2=CC=CC=C2.C=1C=CC(=CC1)/C=C/C(=O)/C=C/C2=CC=CC=C2.C=1C=CC(=CC1)/C=C/C(=O)/C=C/C2=CC=CC=C2.[Pd].[Pd] (tris(dibenzylideneacetone)dipalladium(0)). Solvent: CN(C)C=O (DMF). Reaction conditions: temperature 100 celsius, time 5 hour. Product: O=S1(N=C2N(CC1)C=CC=C2NC(=O)C2=CC1=C(OCCO1)C=C2)=O (N-(2,2-dioxido-3,4-dihydropyrido[2,1-c][1,2,4]thiadiazin-9-yl)-2,3-dihydro-1,4-benzodioxine-6-carboxamide). Isolated yield 18.5%. RXN SMILES: Br[C:2]1[C:7]2=[N:8][S:9](=[O:13])(=[O:12])[CH2:10][CH2:11][N:6]2[CH:5]=[CH:4][CH:3]=1.C1(C)C=CC=CC=1.[O:21]1[CH2:26][CH2:25][O:24][C:23]2[CH:27]=[C:28]([C:31]([NH2:33])=[O:32])[CH:29]=[CH:30][C:22]1=2.C(=O)([O-])[O-].[Cs+].[Cs+]>CN(C=O)C.C1C=CC(/C=C/C(/C=C/C2C=CC=CC=2)=O)=CC=1.C1C=CC(/C=C/C(/C=C/C2C=CC=CC=2)=O)=CC=1.C1C=CC(/C=C/C(/C=C/C2C=CC=CC=2)=O)=CC=1.[Pd].[Pd]>[O:12]=[S:9]1(=[O:13])[CH2:10][CH2:11][N:6]2[CH:5]=[CH:4][CH:3]=[C:2]([NH:33][C:31]([C:28]3[CH:29]=[CH:30][C:22]4[O:21][CH2:26][CH2:25][O:24][C:23]=4[CH:27]=3)=[O:32])[C:7]2=[N:8]1 |f:3.4.5,7.8.9.10.11|. Procedure: To a solution of 9-bromo-3,4-dihydropyrido[2,1-c][1,2,4]thiadiazine 2,2-dioxide (100 mg) in DMF (1 mL) were added toluene (2 mL), 2,3-dihydrobenzo[b][1,4]dioxine-6-carboxamide (74.9 mg), cesium carbonate (248 mg), 9,9-dimethyl-4,5-(diphenylphosphino)xanthene (33.0 mg) and tris(dibenzylideneacetone)dipalladium(0) (34.8 mg) at room temperature. The reaction mixture was stirred under a nitrogen atmosphere at 100° C. for 5 hr, and purified by silica gel column chromatography (methanol/ethyl acetate)... Starting materials: ClCl (chlorine), BrC1=CC=C(OC=2C=C(C=CC2)O)C=C1 (3-(4-Bromophenoxy)phenol), CSCl (methyl sulfenyl chloride), CSSC (dimethyl disulfide). The solvent is C(Cl)Cl (methylene chloride), C(Cl)Cl (methylene chloride). Reaction conditions: temperature -20 celsius, time 30 minute. Yields the product BrC1=CC=C(OC=2C=CC(=C(C2)O)SC)C=C1 (5-(4-bromophenoxy) 2-(methylthio)phenol). RXN SMILES: [Br:1][C:2]1[CH:15]=[CH:14][C:5]([O:6][C:7]2[CH:8]=[C:9]([OH:13])[CH:10]=[CH:11][CH:12]=2)=[CH:4][CH:3]=1.[CH3:16][S:17]Cl.CSSC.ClCl>C(Cl)Cl>[Br:1][C:2]1[CH:15]=[CH:14][C:5]([O:6][C:7]2[CH:12]=[CH:11][C:10]([S:17][CH3:16])=[C:9]([OH:13])[CH:8]=2)=[CH:4][CH:3]=1. Reported procedure: 3-(4-Bromophenoxy)phenol (0.1 mole) and methylene chloride (200 ml) are charged into a glass reaction vessel equipped with a mechanical stirrer and addition funnel. The mixture is stirred until dissolved and cooled to about -20° C. A solution of methyl sulfenyl chloride freshly prepared by reacting dimethyl disulfide (0.15 mole) with chlorine (0.18 mole) in methylene chloride (100 ml) is then added dropwise to the reaction vessel over a period of about 40 minutes. After the addition is completed...